Dataset: the Open Reaction Database (ORD), a public repository of structured organic reaction records. Task: describe an organic reaction: reactants, conditions, products, and yield Starting materials: CC1=CC=C(C=C1)S(=O)(=O)O.C(C)(=O)OC1=CC(=C(C=C1)NN)O (4-hydrazinyl-3-hydroxyphenyl acetate 4-methylbenzenesulfonate), C(C)(=O)OC1=CC(=C(C=C1)N)O (4-amino-3-hydroxyphenyl acetate), CC(C(C)=O)C(C)=O (3-methylpentane-2,4-dione). Product: C(C)(=O)OC1=CC(=C(C=C1)N1N=C(C(=C1C)C)C)O (3-hydroxy-4-(3,4,5-trimethyl-1H-pyrazol-1-yl)phenyl acetate). Yield: 52.2%. As a reaction SMILES: [CH3:1][C:2]1[CH:7]=[CH:6]C(S(O)(=O)=O)=[CH:4][CH:3]=1.[C:12]([O:15][C:16]1[CH:21]=[CH:20][C:19]([NH:22][NH2:23])=[C:18]([OH:24])[CH:17]=1)(=[O:14])[CH3:13].C(OC1C=CC(N)=C(O)C=1)(=O)C.CC(C(=O)C)C(=O)C>>[C:12]([O:15][C:16]1[CH:21]=[CH:20][C:19]([N:22]2[C:7]([CH3:6])=[C:2]([CH3:1])[C:3]([CH3:4])=[N:23]2)=[C:18]([OH:24])[CH:17]=1)(=[O:14])[CH3:13] |f:0.1|. Procedure details: 230 mg of the title compound was prepared in a manner similar to Example 54b) by using 4-hydrazinyl-3-hydroxyphenyl acetate 4-methylbenzenesulfonate (0.6 g), which was prepared from 4-amino-3-hydroxyphenyl acetate (1.0 g) in a manner similar to Example 54a), and 3-methylpentane-2,4-dione (1.0 g).